Dataset: the Open Reaction Database (ORD), a public repository of structured organic reaction records. Task: describe an organic reaction: reactants, conditions, products, and yield Reactants: O1CC1COC1=CC2=C(CC(CO2)C2=CC=CC=C2)C=C1 (1,2-epoxy-3-(3-phenyl-3,4-dihydro-2H-1-benzopyrane-7-yloxy)-propane), CC(C)N (2-propylamine). Solvent: C(C)O (ethanol). Yields the product C1(=CC=CC=C1)C1COC2=C(C1)C=CC(=C2)OCC(CNC(C)C)O (1-(3-phenyl-3,4-dihydro-2H-1-benzopyrane-7-yloxy)-3-(1-methylethylamino)-2-propanol). RXN SMILES: [O:1]1[CH:3]([CH2:4][O:5][C:6]2[CH:21]=[CH:20][C:9]3[CH2:10][CH:11]([C:14]4[CH:19]=[CH:18][CH:17]=[CH:16][CH:15]=4)[CH2:12][O:13][C:8]=3[CH:7]=2)[CH2:2]1.[CH3:22][CH:23]([NH2:25])[CH3:24]>C(O)C>[C:14]1([CH:11]2[CH2:10][C:9]3[CH:20]=[CH:21][C:6]([O:5][CH2:4][CH:3]([OH:1])[CH2:2][NH:25][CH:23]([CH3:24])[CH3:22])=[CH:7][C:8]=3[O:13][CH2:12]2)[CH:19]=[CH:18][CH:17]=[CH:16][CH:15]=1. Procedure: 5.0 g 1,2-epoxy-3-(3-phenyl-3,4-dihydro-2H-1-benzopyrane-7-yloxy)-propane and 2.5 cm3 2-propylamine were boiled in 40 cm3 ethanol for 2 hours. After evaporating the mixture and triturating the residue with water, the base 1-(3-phenyl-3,4-dihydro-2H-1-benzopyrane-7-yloxy)-3-(1-methylethylamino)-2-propanol was obtained, from which forming salt following the process of example 5 (a) 5.5 g of the maleate was obtained (m.p. 171°-173° C.). The reactants are CC(C)(C)OC(=O)NCc1cc(F)c(N)cc1F, ClCCl, CS(=O)(=O)Cl, Cl, c1ccncc1. The product is CC(C)(C)OC(=O)NCc1cc(F)c(S(C)(=O)=O)cc1F. RXN SMILES: [C:1]([CH3:2])([CH3:3])([CH3:4])[O:5][C:6]([NH:7][CH2:8][c:9]1[c:10]([F:17])[cH:11][c:12]([NH2:16])[c:13]([F:15])[cH:14]1)=[O:18].[CH2:31]([Cl:32])[Cl:33].[CH3:19][S:20](=[O:21])(=[O:22])[Cl:23].[ClH:30].[cH:24]1[cH:25][cH:26][n:27][cH:28][cH:29]1>>[C:1]([CH3:2])([CH3:3])([CH3:4])[O:5][C:6]([NH:7][CH2:8][c:9]1[c:10]([F:17])[cH:11][c:12]([S:20]([CH3:19])(=[O:21])=[O:22])[c:13]([F:15])[cH:14]1)=[O:18]. Reactants: O=C(Cl)C(Cl)(Cl)Cl, CC(C)(O)C(N)Cc1ccccc1, c1ccncc1. The product is CC(C)(O)C(Cc1ccccc1)NC(=O)C(Cl)(Cl)Cl. Reaction SMILES: [Cl:14][C:15]([C:16](=[O:17])[Cl:18])([Cl:19])[Cl:20].[NH2:1][CH:2]([C:3]([CH3:4])([OH:5])[CH3:6])[CH2:7][c:8]1[cH:9][cH:10][cH:11][cH:12][cH:13]1.[cH:21]1[cH:22][cH:23][n:24][cH:25][cH:26]1>>[NH:1]([CH:2]([C:3]([CH3:4])([OH:5])[CH3:6])[CH2:7][c:8]1[cH:9][cH:10][cH:11][cH:12][cH:13]1)[C:16]([C:15]([Cl:14])([Cl:19])[Cl:20])=[O:17]. Reactants: N(=[N+]=[N-])C(CN1N=C(C=2C1=CC1=C(C=CCC12)OC)OC)C ((RS)-1-(2-azido-propyl)-3,7-dimethoxy-1,4-dihydro-indeno[2,1-c]pyrazole), C(\C=C\C(=O)O)(=O)O (fumaric acid). The reagents and catalysts are [Pt]=O (platinum oxide). Run in C(C)O (ethanol), CO (methanol), C(C)OCC (diethyl ether). Conditions: time 15 hour. The product is C(\C=C\C(=O)O)(=O)O.COC=1C=2C(N(N1)C[C@H](C)N)=CC1=C(C=CCC12)OC ((S)-2-(3,7-dimethoxy-1,4-dihydroindeno[2,1-c]pyrazol-1-yl)-1-methyl-ethylamine fumarate). Isolated yield 38.8%. Reaction SMILES: [N:1]([CH:4]([CH3:22])[CH2:5][N:6]1[C:10]2=[CH:11][C:12]3[C:17]([CH2:16][CH:15]=[CH:14][C:13]=3[O:18][CH3:19])=[C:9]2[C:8]([O:20][CH3:21])=[N:7]1)=[N+]=[N-].[C:23]([OH:30])(=[O:29])/[CH:24]=[CH:25]/[C:26]([OH:28])=[O:27]>C(O)C.C(OCC)C.CO.[Pt]=O>[C:23]([OH:30])(=[O:29])/[CH:24]=[CH:25]/[C:26]([OH:28])=[O:27].[CH3:21][O:20][C:8]1[C:9]2[C:10](=[CH:11][C:12]3[C:17]=2[CH2:16][CH:15]=[CH:14][C:13]=3[O:18][CH3:19])[N:6]([CH2:5][C@@H:4]([NH2:1])[CH3:22])[N:7]=1 |f:6.7|. Reported procedure: 1.11 g (3.71 mmol) of (RS)-1-(2-azido-propyl)-3,7-dimethoxy-1,4-dihydro-indeno[2,1-c]pyrazole dissolved in 60 ml of anhydrous ethanol were hydrogenated over 110 mg of platinum oxide for 1.5 hours. The catalyst was subsequently filtered off, rinsed with ethanol and the solvent was removed in a vacuum. The colorless oil obtained was dissolved in 50 ml of anhydrous diethyl ether, filtered and treated while stirring with a solution of 430 mg (3.71 mmol) of fumaric acid in 5 ml of methanol. The mixtu... Reactants: F[B-](F)(F)F.[H+] (tetrafluoroboric acid), COC(C1=CC=C(C=C1)O)=O (4-hydroxy-benzoic acid methyl ester), BrN1C(CCC1=O)=O (N-bromosuccinimide). Run in C(C)#N (acetonitrile), C(C)#N (acetonitrile). Run at time 3 hour. The product is COC(C1=CC(=C(C=C1)O)Br)=O (3-bromo-4-hydroxy-benzoic acid methyl ester). Isolated yield 88.9%. RXN SMILES: [CH3:1][O:2][C:3](=[O:11])[C:4]1[CH:9]=[CH:8][C:7]([OH:10])=[CH:6][CH:5]=1.F[B-](F)(F)F.[H+].[Br:18]N1C(=O)CCC1=O>C(#N)C>[CH3:1][O:2][C:3](=[O:11])[C:4]1[CH:9]=[CH:8][C:7]([OH:10])=[C:6]([Br:18])[CH:5]=1 |f:1.2|. Reported procedure: To a solution of 4-hydroxy-benzoic acid methyl ester (10.0 g, 65.7 mmol) in acetonitrile (110 mL), which has been cooled to at least −5° C. using an ice/acetone bath under a nitrogen atmosphere, was slowly added tetrafluoroboric acid (54% by wt. in diethyl ether, 6.35 g, 72.3 mmol) while maintaining the temperature less than −5° C. After complete addition, a solution of N-bromosuccinimide (12.9 g, 72.3 mmol) dissolved in acetonitrile (55 mL) was slowly added to the reaction mixture such that the... Reactants: C(Cl)C1CO1 (epichlorohydrin), [OH-].[Na+] (sodium hydroxide), O (water), C(C1=CC=CC=C1)N1C(=NC(=C1)C(F)(F)F)C=1OC(=CC1)C1=CC=C(C=C1)O (2-[1-benzyl-4-(trifluoromethyl)-1H-imidazol-2-yl]-5-(4-hydroxyphenyl)-furan). Solvent: O1CCOCC1 (dioxan). Conditions: time 10 minute. The product is O1C(COC2=CC=C(C=C2)C=2OC(=CC2)C=2N(C=C(N2)C(F)(F)F)CC2=CC=CC=C2)C1 (2-[4-(2,3-epoxypropoxy)-phenyl]-5-[1-benzyl-4-(trifluoromethyl)-1H-imidazol-2-yl]-furan). As a reaction SMILES: [OH-].[Na+].O.[CH2:4]([N:11]1[CH:15]=[C:14]([C:16]([F:19])([F:18])[F:17])[N:13]=[C:12]1[C:20]1[O:21][C:22]([C:25]2[CH:30]=[CH:29][C:28]([OH:31])=[CH:27][CH:26]=2)=[CH:23][CH:24]=1)[C:5]1[CH:10]=[CH:9][CH:8]=[CH:7][CH:6]=1.[CH2:32]([CH:34]1[O:36][CH2:35]1)Cl>O1CCOCC1>[O:36]1[CH2:35][CH:34]1[CH2:32][O:31][C:28]1[CH:27]=[CH:26][C:25]([C:22]2[O:21][C:20]([C:12]3[N:11]([CH2:4][C:5]4[CH:10]=[CH:9][CH:8]=[CH:7][CH:6]=4)[CH:15]=[C:14]([C:16]([F:19])([F:18])[F:17])[N:13]=3)=[CH:24][CH:23]=2)=[CH:30][CH:29]=1 |f:0.1|. Procedure: A solution of 48.1 ml of 1N sodium hydroxide solution and 18.5 ml of water is added to a solution of 18.5 g of 2-[1-benzyl-4-(trifluoromethyl)-1H-imidazol-2-yl]-5-(4-hydroxyphenyl)-furan in 160 ml of dioxan and the mixture is stirred for 10 minutes at room temperature. After the addition of 13.3 g of epichlorohydrin, the mixture is stirred for a further 48 hours at room temperature, then filtered and the filter residue is washed with dioxan/water 1:1 and then with ether. After drying, 2-[4-(2,3-... Reactants: O=C([O-])[O-], Cc1c(C)c(C)c(P(C(C)(C)C)C(C)(C)C)c(-c2c(C(C)C)cc(C(C)C)cc2C(C)C)c1C, Cc1ccccc1, CC1COC(=O)N1, ClC(Cl)Cl, Cc1cnc(N2CCN(C(=O)c3ccc(Cl)cc3N3CCOC3=O)CC2)c(C)c1, [Cs+], [Cs+], O=C(C=Cc1ccccc1)C=Cc1ccccc1, O=C(C=Cc1ccccc1)C=Cc1ccccc1, O=C(C=Cc1ccccc1)C=Cc1ccccc1, O, [Pd], [Pd]. The product is Cc1cnc(N2CCN(C(=O)c3ccc(N4C(=O)OCC4C)cc3N3CCOC3=O)CC2)c(C)c1. RXN SMILES: [C:37](=[O:38])([O-:39])[O-:40].[C:43]([P:44]([C:45]([CH3:46])([CH3:47])[CH3:48])[c:49]1[c:50]([CH3:51])[c:52]([CH3:53])[c:54]([CH3:55])[c:56]([CH3:57])[c:58]1-[c:59]1[c:60]([CH:61]([CH3:62])[CH3:63])[cH:64][c:65]([CH:66]([CH3:67])[CH3:68])[cH:69][c:70]1[CH:71]([CH3:72])[CH3:73])([CH3:74])([CH3:75])[CH3:76].[CH3:138][c:139]1[cH:140][cH:141][cH:142][cH:143][cH:144]1.[CH3:30][CH:31]1[NH:32][C:33](=[O:36])[O:34][CH2:35]1.[CH:133]([Cl:134])([Cl:135])[Cl:136].[Cl:1][c:2]1[cH:3][cH:4][c:5]([C:14](=[O:15])[N:16]2[CH2:17][CH2:18][N:19]([c:22]3[n:23][cH:24][c:25]([CH3:29])[cH:26][c:27]3[CH3:28])[CH2:20][CH2:21]2)[c:6]([N:8]2[C:9](=[O:13])[O:10][CH2:11][CH2:12]2)[cH:7]1.[Cs+:41].[Cs+:42].[O:115]=[C:116]([CH:117]=[CH:118][c:119]1[cH:120][cH:121][cH:122][cH:123][cH:124]1)[CH:125]=[CH:126][c:127]1[cH:128][cH:129][cH:130][cH:131][cH:132]1.[O:79]=[C:80]([CH:81]=[CH:82][c:83]1[cH:84][cH:85][cH:86][cH:87][cH:88]1)[CH:89]=[CH:90][c:91]1[cH:92][cH:93][cH:94][cH:95][cH:96]1.[O:97]=[C:98]([CH:99]=[CH:100][c:101]1[cH:102][cH:103][cH:104][cH:105][cH:106]1)[CH:107]=[CH:108][c:109]1[cH:110][cH:111][cH:112][cH:113][cH:114]1.[OH2:137].[Pd:77].[Pd:78]>>[c:2]1([N:32]2[CH:31]([CH3:30])[CH2:35][O:34][C:33]2=[O:36])[cH:3][cH:4][c:5]([C:14](=[O:15])[N:16]2[CH2:17][CH2:18][N:19]([c:22]3[n:23][cH:24][c:25]([CH3:29])[cH:26][c:27]3[CH3:28])[CH2:20][CH2:21]2)[c:6]([N:8]2[C:9](=[O:13])[O:10][CH2:11][CH2:12]2)[cH:7]1.